This data is from the Open Reaction Database (ORD), a public repository of structured organic reaction records. The task is: describe an organic reaction: reactants, conditions, products, and yield Product: Cl.Cl.FC1=CC=CC=2NC(=NC21)CNC2CCN(CC2)C[C@@H]2CN1C(C=CC=3C=CC(N2C13)=O)=O ((1R)-1-[(4-{[(4-Fluoro-1H-benzimidazol-2-yl)methyl]amino}-1-piperidinyl)methyl]-1,2-dihydro-4H,9H-imidazo[1,2,3-ij]-1,8-naphthyridine-4,9-dione dihydrochloride). Run in CO (methanol). The reactants are C(C)(=O)O[BH-](OC(C)=O)OC(C)=O.[Na+] (sodium triacetoxyborohydride), NC1CCN(CC1)C[C@@H]1CN2C(C=CC=3C=CC(N1C23)=O)=O ((1R)-1-[(4-amino-1-piperidinyl)methyl]-1,2-dihydro-4H,9H-imidazo[1,2,3-ij]-1,8-naphthyridine-4,9-dione), S(=O)(=O)([O-])[O-].[Na+].[Na+] (Sodium sulfate), FC1=CC=CC=2NC(=NC21)C=O (4-fluoro-1H-benzimidazole-2-carbaldehyde), C([O-])(O)=O.[Na+] (sodium bicarbonate), C(Cl)Cl (DCM). Run at time 8 hour. As a reaction SMILES: [NH2:1][CH:2]1[CH2:7][CH2:6][N:5]([CH2:8][C@H:9]2[N:19]3[C:20]4[N:11]([C:12](=[O:22])[CH:13]=[CH:14][C:15]=4[CH:16]=[CH:17][C:18]3=[O:21])[CH2:10]2)[CH2:4][CH2:3]1.[F:23][C:24]1[C:32]2[N:31]=[C:30]([CH:33]=O)[NH:29][C:28]=2[CH:27]=[CH:26][CH:25]=1.C(=O)(O)[O-].[Na+].S([O-])([O-])(=O)=O.[Na+].[Na+].C(O[BH-](OC(=O)C)OC(=O)C)(=O)C.[Na+].C(Cl)[Cl:62]>CO>[ClH:62].[ClH:62].[F:23][C:24]1[C:32]2[N:31]=[C:30]([CH2:33][NH:1][CH:2]3[CH2:3][CH2:4][N:5]([CH2:8][C@H:9]4[N:19]5[C:20]6[N:11]([C:12](=[O:22])[CH:13]=[CH:14][C:15]=6[CH:16]=[CH:17][C:18]5=[O:21])[CH2:10]4)[CH2:6][CH2:7]3)[NH:29][C:28]=2[CH:27]=[CH:26][CH:25]=1 |f:2.3,4.5.6,7.8,11.12.13|. Reported procedure: To a 10 mL round-bottomed flask were added (1R)-1-[(4-amino-1-piperidinyl)methyl]-1,2-dihydro-4H,9H-imidazo[1,2,3-ij]-1,8-naphthyridine-4,9-dione (for a preparation see Example 5A(j)) (80 mg, 0.238 mmol), 4-fluoro-1H-benzimidazole-2-carbaldehyde (for a synthesis see WO2003087098, Example 320) (42.9 mg, 0.261 mmol), and sodium bicarbonate (100 mg, 1.190 mmol) in DCM (4 ml) and methanol (1 ml) to give a brown suspension. Sodium sulfate (200 mg, 1.408 mmol) was added and the reaction was stirred at... Procedure details: Preparation is carried out analogously to 4.1.a from 4-bromo-2-hydroxy-aniline and 3-fluorobenzoic acid. The product is BrC1=CC2=C(N=C(O2)C2=CC(=CC=C2)F)C=C1 (6-bromo-2-(3-fluoro-phenyl)-benzoxazole). Starting materials: 4.1.a, BrC1=CC(=C(N)C=C1)O (4-bromo-2-hydroxy-aniline), FC=1C=C(C(=O)O)C=CC1 (3-fluorobenzoic acid). As a reaction SMILES: [Br:1][C:2]1[CH:8]=[CH:7][C:5]([NH2:6])=[C:4]([OH:9])[CH:3]=1.[F:10][C:11]1[CH:12]=[C:13]([CH:17]=[CH:18][CH:19]=1)[C:14](O)=O>>[Br:1][C:2]1[CH:8]=[CH:7][C:5]2[N:6]=[C:14]([C:13]3[CH:17]=[CH:18][CH:19]=[C:11]([F:10])[CH:12]=3)[O:9][C:4]=2[CH:3]=1. Reaction SMILES: [IH:28].[OH:1][C:2]1([c:17]2[cH:18][c:19]3[c:20]([n:21][c:22]([CH3:24])[s:23]3)[cH:25][c:26]2[OH:27])[C:3](=[O:16])[N:4]([CH2:11][CH2:12][CH2:13][CH2:14][CH3:15])[c:5]2[cH:6][cH:7][cH:8][cH:9][c:10]21>>[CH:2]1([c:17]2[cH:18][c:19]3[c:20]([n:21][c:22]([CH3:24])[s:23]3)[cH:25][c:26]2[OH:27])[C:3](=[O:16])[N:4]([CH2:11][CH2:12][CH2:13][CH2:14][CH3:15])[c:5]2[cH:6][cH:7][cH:8][cH:9][c:10]21. Starting materials: I, CCCCCN1C(=O)C(O)(c2cc3sc(C)nc3cc2O)c2ccccc21. The product is CCCCCN1C(=O)C(c2cc3sc(C)nc3cc2O)c2ccccc21. Starting materials: CC1=C(C#N)C(c2ccc(C#N)cc2S(C)(=O)=O)NC(=O)N1c1cccc(C(F)(F)F)c1, O=S(=O)(Cl)CCl, [H-], [Na+]. Yields the product CC1=C(C#N)C(c2ccc(C#N)cc2S(C)(=O)=O)N(S(=O)(=O)CCl)C(=O)N1c1cccc(C(F)(F)F)c1. RXN SMILES: [C:1](#[N:2])[c:3]1[cH:4][c:5]([S:29](=[O:30])(=[O:31])[CH3:32])[c:6]([CH:9]2[NH:10][C:11](=[O:28])[N:12]([c:18]3[cH:19][c:20]([C:24]([F:25])([F:26])[F:27])[cH:21][cH:22][cH:23]3)[C:13]([CH3:17])=[C:14]2[C:15]#[N:16])[cH:7][cH:8]1.[Cl:35][CH2:36][S:37](=[O:38])(=[O:39])[Cl:40].[H-:33].[Na+:34]>>[C:1](#[N:2])[c:3]1[cH:4][c:5]([S:29](=[O:30])(=[O:31])[CH3:32])[c:6]([CH:9]2[N:10]([S:37]([CH2:36][Cl:35])(=[O:38])=[O:39])[C:11](=[O:28])[N:12]([c:18]3[cH:19][c:20]([C:24]([F:25])([F:26])[F:27])[cH:21][cH:22][cH:23]3)[C:13]([CH3:17])=[C:14]2[C:15]#[N:16])[cH:7][cH:8]1.